This data is from the Open Reaction Database (ORD), a public repository of structured organic reaction records. The task is: describe an organic reaction: reactants, conditions, products, and yield The reactants are COC(=O)C1CCN(CC1)C1=NC(=NC(=C1)NCCC1=C(C=C(C=C1)Cl)Cl)OC (1-{6-[2-(2,4-dichloro-phenyl)-ethylamino]-2-methoxy-pyrimidin-4-yl}-piperidine-4-carboxylic acid methyl ester), solution, [OH-].[Li+] (lithium hydroxide). Solvent: CO (MeOH), C1CCOC1 (THF). Yields the product ClC1=C(C=CC(=C1)Cl)CCNC1=CC(=NC(=N1)OC)N1CCC(CC1)C(=O)O (1-{6-[2-(2,4-dichloro-phenyl)-ethylamino]-2-methoxy-pyrimidin-4-yl}-piperidine-4-carboxylic acid). The yield is 38.2%. RXN SMILES: C[O:2][C:3]([CH:5]1[CH2:10][CH2:9][N:8]([C:11]2[CH:16]=[C:15]([NH:17][CH2:18][CH2:19][C:20]3[CH:25]=[CH:24][C:23]([Cl:26])=[CH:22][C:21]=3[Cl:27])[N:14]=[C:13]([O:28][CH3:29])[N:12]=2)[CH2:7][CH2:6]1)=[O:4].[OH-].[Li+]>CO.C1COCC1>[Cl:27][C:21]1[CH:22]=[C:23]([Cl:26])[CH:24]=[CH:25][C:20]=1[CH2:19][CH2:18][NH:17][C:15]1[N:14]=[C:13]([O:28][CH3:29])[N:12]=[C:11]([N:8]2[CH2:7][CH2:6][CH:5]([C:3]([OH:4])=[O:2])[CH2:10][CH2:9]2)[CH:16]=1 |f:1.2|. Reported procedure: A solution of 1-{6-[2-(2,4-dichloro-phenyl)-ethylamino]-2-methoxy-pyrimidin-4-yl}-piperidine-4-carboxylic acid methyl ester [70 mg, 0.16 mmol] and a 2 M solution of lithium hydroxide (1 mL, 2 mmol) in MeOH (1 mL) and THF (1 mL) is stirred at ambient temperature for 15 hours. The mixture is concentrated, and the residue is taken up with water, acidified to pH 2 with the addition of 10% HCl and extracted twice with EtOAc (20 mL). The organic extracts from the acidic layer are combined and dried ov... Starting materials: CSc1ccc(C(=O)NN)cc1, CC(=O)O, O=C1Nc2ccc(I)cc2C1=O. Product: CSc1ccc(C(=O)NN=C2C(=O)Nc3ccc(I)cc32)cc1. RXN SMILES: [CH3:13][S:14][c:15]1[cH:16][cH:17][c:18]([C:19](=[O:20])[NH:21][NH2:22])[cH:23][cH:24]1.[CH3:25][C:26](=[O:27])[OH:28].[I:1][c:2]1[cH:3][c:4]2[c:8]([cH:9][cH:10]1)[NH:7][C:6](=[O:11])[C:5]2=[O:12]>>[I:1][c:2]1[cH:3][c:4]2[c:8]([cH:9][cH:10]1)[NH:7][C:6](=[O:11])[C:5]2=[N:22][NH:21][C:19]([c:18]1[cH:17][cH:16][c:15]([S:14][CH3:13])[cH:24][cH:23]1)=[O:20]. The reactants are Cl (HCl), [N+](=O)([O-])C1=CC=C(C(=O)N)C=C1 (4-nitrobenzamide), C(=O)O (formic acid), P(Cl)(Cl)(Cl)(Cl)Cl (phosphorus pentachloride). Solvent: C(Cl)(Cl)(Cl)Cl (carbon tetrachloride). The product is ClP(=O)(NC(C1=CC=C(C=C1)[N+](=O)[O-])=O)Cl (N-[Dichlorophosphinyl]-4-nitrobenzamide). RXN SMILES: [N+:1]([C:4]1[CH:12]=[CH:11][C:7]([C:8]([NH2:10])=[O:9])=[CH:6][CH:5]=1)([O-:3])=[O:2].[P:13]([Cl:18])(Cl)(Cl)(Cl)[Cl:14].C(O)=[O:20].Cl>C(Cl)(Cl)(Cl)Cl>[Cl:14][P:13]([Cl:18])([NH:10][C:8](=[O:9])[C:7]1[CH:6]=[CH:5][C:4]([N+:1]([O-:3])=[O:2])=[CH:12][CH:11]=1)=[O:20]. Procedure: To a suspension of 68 g (0.41 mole) of 4-nitrobenzamide in 400 ml of AR carbon tetrachloride at 48° was added portionwise 85.2 g (0.41 mole) of phosphorus pentachloride. The reaction was heated at 65°-70° for 50 min., then cooled to 25°-30°. Added dropwise while maintaining a temperature of 30°, 19.4 g (0.41 mole) of 97% formic acid. After the evolution of gas (CO and HCl) had ceased the reaction was filtered, washed with AR carbon tetrachloride and air-dried to give 103.2 g, m.p. 134°-135.5°. Reactants: Br.CN1C(N(C(C2=CC(=CC=C12)C)=O)C1CCNCC1)=O (1,2,3,4-tetrahydro-1,6-dimethyl-2,4-dioxo-3-(4-piperidinyl)quinazoline hydrobromide), Br.CN1C(N(C(C2=CC(=CC=C12)C)=O)C1CCNCC1)=O (1,2,3,4-tetrahydro-1,6-dimethyl-2,4-dioxo-3-(4-piperidinyl)quinazoline hydrobromide), ClC1=NC(=NC2=CC(=C(C=C12)OC)OC)C (4-chloro-6,7-dimethoxy-2-methylquinazoline). Yields the product COC=1C=C2C(=NC(=NC2=CC1OC)C)N1CCC(CC1)N1C(N(C2=CC=C(C=C2C1=O)C)C)=O (3-[1-(6,7-Dimethoxy-2-methyl-4-quinazolinyl)-4-piperidinyl]-1,2,3,4-tetrahydro-1,6-dimethyl-2,4-dioxoquinazoline). Yield: 10.0%. RXN SMILES: Br.[CH3:2][N:3]1[C:12]2[C:7](=[CH:8][C:9]([CH3:13])=[CH:10][CH:11]=2)[C:6](=[O:14])[N:5]([CH:15]2[CH2:20][CH2:19][NH:18][CH2:17][CH2:16]2)[C:4]1=[O:21].Cl[C:23]1[C:32]2[C:27](=[CH:28][C:29]([O:35][CH3:36])=[C:30]([O:33][CH3:34])[CH:31]=2)[N:26]=[C:25]([CH3:37])[N:24]=1>>[CH3:34][O:33][C:30]1[CH:31]=[C:32]2[C:27](=[CH:28][C:29]=1[O:35][CH3:36])[N:26]=[C:25]([CH3:37])[N:24]=[C:23]2[N:18]1[CH2:19][CH2:20][CH:15]([N:5]2[C:6](=[O:14])[C:7]3[C:12](=[CH:11][CH:10]=[C:9]([CH3:13])[CH:8]=3)[N:3]([CH3:2])[C:4]2=[O:21])[CH2:16][CH2:17]1 |f:0.1|. Reported procedure: The procedure similar to that described in Example 40 was repeated, except that 354.0 mg (1.0 mmol) of 1,2,3,4-tetrahydro-1,6-dimethyl-2,4-dioxo-3-(4-piperidinyl)-quinazoline hydrobromide (Compound v) obtained in Example 41 was used and 4-chloro-6,7-dimethoxy-2-methylquinazoline was used in place of 4-chloro-6,7-dimethoxyquinazoline. As a result, 53.1 mg (yield: 10%) of Compound 80 was obtained as white crystals. Starting materials: [C@H]1(CCC2=CC=CC=C12)NC1=NC2=CC=CC(=C2C=C1)I ((R)-Indan-1-yl-(5-iodo-quinolin-2-yl)-amine), C1(CCCCC1)P(C1CCCCC1)C1CCCCC1 (Tri(cyclohexyl)-phosphine), P(=O)([O-])([O-])[O-].[K+].[K+].[K+] (tri-potassium phosphate), C1(CC1)B(O)O (Cyclopropylboronic acid). Reagents/catalysts: C(C)(=O)[O-].[Pd+2].C(C)(=O)[O-] (palladium acetate). Run in C1(=CC=CC=C1)C (toluene), O (water). Product: C1(CC1)C1=C2C=CC(=NC2=CC=C1)N[C@@H]1CCC2=CC=CC=C12 ((5-Cyclopropyl-quinolin-2-yl)-(R)-indan-1-yl-amine), gum. Yield: 73.0%. Reaction SMILES: [C@H:1]1([NH:10][C:11]2[CH:20]=[CH:19][C:18]3[C:13](=[CH:14][CH:15]=[CH:16][C:17]=3I)[N:12]=2)[C:9]2[C:4](=[CH:5][CH:6]=[CH:7][CH:8]=2)[CH2:3][CH2:2]1.[CH:22]1(B(O)O)[CH2:24][CH2:23]1.C1(P(C2CCCCC2)C2CCCCC2)CCCCC1.P([O-])([O-])([O-])=O.[K+].[K+].[K+]>C1(C)C=CC=CC=1.O.C([O-])(=O)C.[Pd+2].C([O-])(=O)C>[CH:22]1([C:17]2[CH:16]=[CH:15][CH:14]=[C:13]3[C:18]=2[CH:19]=[CH:20][C:11]([NH:10][C@H:1]2[C:9]4[C:4](=[CH:5][CH:6]=[CH:7][CH:8]=4)[CH2:3][CH2:2]2)=[N:12]3)[CH2:24][CH2:23]1 |f:3.4.5.6,9.10.11|. Reported procedure: (R)-Indan-1-yl-(5-iodo-quinolin-2-yl)-amine (example 1, step A, 2000 mg, 0.52 mmol) was dissolved in 5 mL toluene and 0.15 mL water. Cyclopropylboronic acid (89 mg, 1.04 mmol) was added. Argon was bubbled through the solution for 2 minutes to remove oxygen. Tri(cyclohexyl)-phosphine (30 mg, 0.11 mmol), palladium acetate (12 mg, 0.05 mmol) and tri-potassium phosphate (385 mg, 1.8 mmol) were added. The reaction mixture was evaporated. The residue was purified by flash chromatography on silica gel ... Starting materials: C(#N)C1(CC1)NC(=O)[C@H]1NC[C@@H](C1)S(=O)(=O)C1=C(C=C(C=C1)N1N=CC=C1)C(F)(F)F ((2S,4R)-4-(4-pyrazol-1-yl-2-trifluoromethyl-benzenesulfonyl)-pyrrolidine-2-carboxylic acid (1-cyano-cyclopropyl)-amide), D9, C(C)(=O)OC(C)=O (acetic anhydride). The product is C(#N)C1(CC1)NC(=O)[C@H]1N(C[C@@H](C1)S(=O)(=O)C1=C(C=C(C=C1)N1N=CC=C1)C(F)(F)F)C(C)=O ((2S,4R)-1-acetyl-4-(4-pyrazol-1-yl-2-trifluoromethyl-benzenesulfonyl)-pyrrolidine-2-carboxylic acid (1-cyano-cyclopropyl)-amide). RXN SMILES: [C:1]([C:3]1([NH:6][C:7]([C@@H:9]2[CH2:13][C@@H:12]([S:14]([C:17]3[CH:22]=[CH:21][C:20]([N:23]4[CH:27]=[CH:26][CH:25]=[N:24]4)=[CH:19][C:18]=3[C:28]([F:31])([F:30])[F:29])(=[O:16])=[O:15])[CH2:11][NH:10]2)=[O:8])[CH2:5][CH2:4]1)#[N:2].[C:32](OC(=O)C)(=[O:34])[CH3:33]>>[C:1]([C:3]1([NH:6][C:7]([C@@H:9]2[CH2:13][C@@H:12]([S:14]([C:17]3[CH:22]=[CH:21][C:20]([N:23]4[CH:27]=[CH:26][CH:25]=[N:24]4)=[CH:19][C:18]=3[C:28]([F:29])([F:31])[F:30])(=[O:15])=[O:16])[CH2:11][N:10]2[C:32](=[O:34])[CH3:33])=[O:8])[CH2:5][CH2:4]1)#[N:2]. Procedure: (2S,4R)-4-(4-pyrazol-1-yl-2-trifluoromethyl-benzenesulfonyl)-pyrrolidine-2-carboxylic acid (1-cyano-cyclopropyl)-amide from experiment D9 was acylated with acetic anhydride in analogy to experiment L29 to give (2S,4R)-1-acetyl-4-(4-pyrazol-1-yl-2-trifluoromethyl-benzenesulfonyl)-pyrrolidine-2-carboxylic acid (1-cyano-cyclopropyl)-amide as a colorless solid. MS: 496.3 [M+H]+. Reactants: O=C([O-])[O-], CNC(=O)c1ccccc1NC, Fc1cnc(Cl)nc1Cl, [K+], [K+], CN(C)C=O. Product: CNC(=O)c1ccccc1N(C)c1nc(Cl)ncc1F. RXN SMILES: [C:22](=[O:23])([O-:24])[O-:25].[CH3:10][NH:11][C:12]([c:13]1[c:14]([NH:19][CH3:20])[cH:15][cH:16][cH:17][cH:18]1)=[O:21].[F:1][c:2]1[cH:3][n:4][c:5]([Cl:9])[n:6][c:7]1[Cl:8].[K+:26].[K+:27].[O:28]=[CH:29][N:30]([CH3:31])[CH3:32]>>[F:1][c:2]1[cH:3][n:4][c:5]([Cl:9])[n:6][c:7]1[N:19]([c:14]1[c:13]([C:12]([NH:11][CH3:10])=[O:21])[cH:18][cH:17][cH:16][cH:15]1)[CH3:20]. The reactants are Cc1cc(COc2ccc(S(=O)(=O)N(C)C3CCCCC3C(=O)O)cc2)c2ccccc2n1, NO. Yields the product Cc1cc(COc2ccc(S(=O)(=O)N(C)C3CCCCC3C(=O)NO)cc2)c2ccccc2n1. Reaction SMILES: [CH3:1][N:2]([CH:3]1[CH:4]([C:9](=[O:10])[OH:11])[CH2:5][CH2:6][CH2:7][CH2:8]1)[S:12](=[O:13])(=[O:14])[c:15]1[cH:16][cH:17][c:18]([O:21][CH2:22][c:23]2[cH:24][c:25]([CH3:33])[n:26][c:27]3[cH:28][cH:29][cH:30][cH:31][c:32]23)[cH:19][cH:20]1.[NH2:34][OH:35]>>[CH3:1][N:2]([CH:3]1[CH:4]([C:9](=[O:11])[NH:34][OH:35])[CH2:5][CH2:6][CH2:7][CH2:8]1)[S:12](=[O:13])(=[O:14])[c:15]1[cH:16][cH:17][c:18]([O:21][CH2:22][c:23]2[cH:24][c:25]([CH3:33])[n:26][c:27]3[cH:28][cH:29][cH:30][cH:31][c:32]23)[cH:19][cH:20]1.